Dataset: the Open Reaction Database (ORD), a public repository of structured organic reaction records. Task: describe an organic reaction: reactants, conditions, products, and yield Starting materials: Cl (hydrochloride), CC=1C2=CC=CC=C2C2CNCCC21 (1,3,4,9b-Tetrahydro-5-methyl-2H-indeno[1,2-c]pyridine), C(CCC)NC(C=C)=O (N-n-butyl acrylamide). Product: C(CCC)NC(CCN1CC2C(CC1)=C(C1=CC=CC=C12)C)=O (N-n-Butyl-3-(1,3,4,9b-tetrahydro-5-methyl-2H-indeno [1,2-c]pyridin-2-yl) propionic acid amide). RXN SMILES: [CH3:1][C:2]1[C:3]2[C:8]([CH:9]3[C:14]=1[CH2:13][CH2:12][NH:11][CH2:10]3)=[CH:7][CH:6]=[CH:5][CH:4]=2.[CH2:15]([NH:19][C:20](=[O:23])[CH:21]=[CH2:22])[CH2:16][CH2:17][CH3:18].Cl>>[CH2:15]([NH:19][C:20](=[O:23])[CH2:21][CH2:22][N:11]1[CH2:12][CH2:13][C:14]2=[C:2]([CH3:1])[C:3]3[C:8]([CH:9]2[CH2:10]1)=[CH:7][CH:6]=[CH:5][CH:4]=3)[CH2:16][CH2:17][CH3:18]. Procedure: 1,3,4,9b-Tetrahydro-5-methyl-2H-indeno[1,2-c]pyridine and N-n-butyl acrylamide are reacted in accordance with the process described in Example 6. Reaction period 14 hours. M.P. of the hydrochloride of the title compound 193°-194° from ethanol (decomp.). Reactants: BrC=1C=2N(C=CC1)N=C(N2)N (8-bromo-[1,2,4]triazolo[1,5-a]pyridin-2-ylamine), CS(=O)(=O)CC1=CC=C(C=C1)B(O)O ((4-methanesulfonylmethylphenyl)boronic acid). Reagents/catalysts: C1=CC=C(C=C1)P([C-]2C=CC=C2)C3=CC=CC=C3.C1=CC=C(C=C1)P([C-]2C=CC=C2)C3=CC=CC=C3.Cl[Pd]Cl.[Fe+2] (Pd(dppf)Cl2). Product: CS(=O)(=O)CC1=CC=C(C=C1)C=1C=2N(C=CC1)N=C(N2)N (8-(4-Methanesulfonylmethyl-phenyl)-[1,2,4]triazolo[1,5-a]pyridin-2-ylamine), solid. Yield: 18.0%. Reaction SMILES: Br[C:2]1[C:3]2[N:4]([N:8]=[C:9]([NH2:11])[N:10]=2)[CH:5]=[CH:6][CH:7]=1.[CH3:12][S:13]([CH2:16][C:17]1[CH:22]=[CH:21][C:20](B(O)O)=[CH:19][CH:18]=1)(=[O:15])=[O:14]>C1C=CC(P(C2C=CC=CC=2)[C-]2C=CC=C2)=CC=1.C1C=CC(P(C2C=CC=CC=2)[C-]2C=CC=C2)=CC=1.Cl[Pd]Cl.[Fe+2]>[CH3:12][S:13]([CH2:16][C:17]1[CH:22]=[CH:21][C:20]([C:2]2[C:3]3[N:4]([N:8]=[C:9]([NH2:11])[N:10]=3)[CH:5]=[CH:6][CH:7]=2)=[CH:19][CH:18]=1)(=[O:14])=[O:15] |f:2.3.4.5|. Reported procedure: 8-(4-Methanesulfonylmethyl-phenyl)-[1,2,4]triazolo[1,5-a]pyridin-2-ylamine was prepared from 8-bromo-[1,2,4]triazolo[1,5-a]pyridin-2-ylamine (200.0 mg, 0.9388 mmol) and (4-methanesulfonylmethylphenyl)boronic acid (240.0 mg, 1.121 mmol) with Pd(dppf)Cl2 (130.0 mg) as the catalyst in a manner analogous to Step 2c. The reaction product was isolated as a pale yellow solid (0.051 g, 18%). 1H NMR (400 MHz, (D3C)2SO, δ, ppm): 8.56 (dd, J=6.6, 1.0 Hz, 1H), 8.12 (d, J=8.3 Hz, 2H), 7.73 (dd, J=7.5, 1.0 Hz... Reactants: C(=O)(O)C1=CC=C2C=NNC2=C1 (6-carboxyindazole), BrBr (bromine), S([O-])(O)=O.[Na+] (sodium bisulfite). Run in C(C)(=O)O (acetic acid), [Cl-].[Na+].O (brine). Reaction conditions: time 24 hour. The product is BrC1=NNC2=CC(=CC=C12)C(=O)O (3-bromo-6-carboxyindazole). Isolated yield 99.0%. As a reaction SMILES: [C:1]([C:4]1[CH:12]=[C:11]2[C:7]([CH:8]=[N:9][NH:10]2)=[CH:6][CH:5]=1)([OH:3])=[O:2].[Br:13]Br.S(=O)(O)[O-].[Na+]>C(O)(=O)C.[Cl-].[Na+].O>[Br:13][C:8]1[C:7]2[C:11](=[CH:12][C:4]([C:1]([OH:3])=[O:2])=[CH:5][CH:6]=2)[NH:10][N:9]=1 |f:2.3,5.6.7|. Procedure: To a solution of 6-carboxyindazole (4.0 g) in acetic acid (140 ml) was added bromine (1.53 ml), and the mixture was stirred in the dark for 24 hours. After the addition of saturated sodium bisulfite (50 ml) and brine (100 ml), the mixture was extracted with ethyl acetate. The organic layer was washed with brine, dried (MgSO4) and evaporated. The resulting solid was powdered and vacuum dried to afford 3-bromo-6-carboxyindazole as a light brown solid (5.88 g, 99%), mp >250°. The reactants are C(C)OC(=O)C=1N(N=C(C1)C(CF)(C)C)C (5-(2-fluoro-1,1-dimethyl-ethyl)-2-methyl-2H-pyrazole-3-carboxylic acid ethyl ester), SO2Cl2, C(Cl)Cl (DCM). Reaction conditions: time 16 hour. The product is C(C)OC(=O)C=1N(N=C(C1Cl)C(CF)(C)C)C (4-chloro-5-(2-fluoro-1,1-dimethyl-ethyl)-2-methyl-2H-pyrazole-3-carboxylic acid ethyl ester). RXN SMILES: [CH2:1]([O:3][C:4]([C:6]1[N:7]([CH3:16])[N:8]=[C:9]([C:11]([CH3:15])([CH3:14])[CH2:12][F:13])[CH:10]=1)=[O:5])[CH3:2].C(Cl)[Cl:18]>>[CH2:1]([O:3][C:4]([C:6]1[N:7]([CH3:16])[N:8]=[C:9]([C:11]([CH3:15])([CH3:14])[CH2:12][F:13])[C:10]=1[Cl:18])=[O:5])[CH3:2]. Reported procedure: 5-(2-fluoro-1,1-dimethyl-ethyl)-2-methyl-2H-pyrazole-3-carboxylic acid ethyl ester (722 mg, 3.16 mmol, prepared as described in the previous step) was dissolved in DCM (5 mL) and SO2Cl2 (0.256 mL, 3.16 mmol) was added dropwise to the stirred solution. The resulting mixture was stirred at room temperature for 16 h and then the solvent was removed under reduced pressure. The resulting residue was chromatographed on a 40-g SiO2 pre-packed column eluting with 0:1-1:4 EtOAc/heptane to yield 4-chloro-... The reactants are C(C)OC1=CC=C2C(=N1)N(C(=N2)CO)C (5-ethoxy-2-hydroxymethyl-3-methyl-3H-imidazo[4,5-b]pyridine), N(=NC(=O)N1CCCCC1)C(=O)N1CCCCC1 (1,1'-(azodicarbonyl)dipiperidine), OC1=CC=C(CC2C(N(C(S2)=O)C(C2=CC=CC=C2)(C2=CC=CC=C2)C2=CC=CC=C2)=O)C=C1 (5-(4-hydroxybenzyl)-3-triphenylmethylthiazolidine-2,4-dione), C(CCC)P(CCCC)CCCC (tributylphosphine). Run in C1(=CC=CC=C1)C (toluene). The product is C(C)OC1=CC=C2C(=N1)N(C(=N2)COC2=CC=C(CC1C(N(C(S1)=O)C(C1=CC=CC=C1)(C1=CC=CC=C1)C1=CC=CC=C1)=O)C=C2)C (5-{4-(5-Ethoxy-3-methyl-3H-imidazo[4,5-b]pyridin-2-ylmethoxy)benzyl}-3-triphenylmethylthiazolidine-2,4-dione). Yield: 88.9%. RXN SMILES: [CH2:1]([O:3][C:4]1[N:9]=[C:8]2[N:10]([CH3:15])[C:11]([CH2:13][OH:14])=[N:12][C:7]2=[CH:6][CH:5]=1)[CH3:2].O[C:17]1[CH:49]=[CH:48][C:20]([CH2:21][CH:22]2[S:26][C:25](=[O:27])[N:24]([C:28]([C:41]3[CH:46]=[CH:45][CH:44]=[CH:43][CH:42]=3)([C:35]3[CH:40]=[CH:39][CH:38]=[CH:37][CH:36]=3)[C:29]3[CH:34]=[CH:33][CH:32]=[CH:31][CH:30]=3)[C:23]2=[O:47])=[CH:19][CH:18]=1.C(P(CCCC)CCCC)CCC.N(C(N1CCCCC1)=O)=NC(N1CCCCC1)=O>C1(C)C=CC=CC=1>[CH2:1]([O:3][C:4]1[N:9]=[C:8]2[N:10]([CH3:15])[C:11]([CH2:13][O:14][C:17]3[CH:49]=[CH:48][C:20]([CH2:21][CH:22]4[S:26][C:25](=[O:27])[N:24]([C:28]([C:41]5[CH:46]=[CH:45][CH:44]=[CH:43][CH:42]=5)([C:35]5[CH:36]=[CH:37][CH:38]=[CH:39][CH:40]=5)[C:29]5[CH:34]=[CH:33][CH:32]=[CH:31][CH:30]=5)[C:23]4=[O:47])=[CH:19][CH:18]=3)=[N:12][C:7]2=[CH:6][CH:5]=1)[CH3:2]. Procedure: A procedure similar to that described in Preparation 4 was repeated, except that 1.00 g of 5-ethoxy-2-hydroxymethyl-3-methyl-3H-imidazo[4,5-b]pyridine (prepared as described in Preparation 98), 2.25 g of 5-(4-hydroxybenzyl)-3-triphenylmethylthiazolidine-2,4-dione, 1.2 ml of tributylphosphine, 1.22 g of 1,1'-(azodicarbonyl)dipiperidine and 60 ml of toluene were used, and that the product was purified by column chromatography through silica gel, using a 1:1 by volume mixture of hexane and ethyl ac... The solvent is COCCOC (DME), CCOC(=O)C (EtOAc). Reactants: BrC=1N(C2=C(C(=CC=C2C1SC=1C=C(C(=O)OCC)C=CC1)Cl)F)C=1C=NN(C1)CCC (ethyl 3-((2-bromo-6-chloro-7-fluoro-1-(1-propyl-1H-pyrazol-4-yl)-1H-indol-3-yl)thio)benzoate), CC(=O)[O-].[K+] (KOAc), C1(CC1)B(O)O (cyclopropylboronic acid). Conditions: temperature 80 celsius, time 16 hour. Isolated yield 15.0%. Product: ClC1=CC=C2C(=C(N(C2=C1F)C=1C=NN(C1)CCC)C1CC1)SC=1C=C(C(=O)OCC)C=CC1 (ethyl 3-((6-chloro-2-cyclopropyl-7-fluoro-1-(1-propyl-1H-pyrazol-4-yl)-1H-indol-3-yl)thio)benzoate). The reagents and catalysts are C1=CC=C(C=C1)P([C-]2C=CC=C2)C3=CC=CC=C3.C1=CC=C(C=C1)P([C-]2C=CC=C2)C3=CC=CC=C3.Cl[Pd]Cl.[Fe+2] (Pd(dppf)Cl2). Reported procedure: To a stirred solution of compound 2 (360 mg, 0.67 mmol) in DME (5 mL) under inert atmosphere were added KOAc (197 mg, 2.01 mmol), Pd(dppf)Cl2 (98 mg, 0.13 mmol), cyclopropylboronic acid (57.8 mg, 0.67 mmol) at RT and degassed under Ar for 20 min; heated to 80° C. and stirred for 16 h. The reaction was monitored by TLC; after completion of the reaction, the reaction mixture was diluted with EtOAc (40 mL), filtered through celite. The filtrate was washed with water (25 mL), brine (25 mL), dried ov... Reaction SMILES: Br[C:2]1[N:3]([C:25]2[CH:26]=[N:27][N:28]([CH2:30][CH2:31][CH3:32])[CH:29]=2)[C:4]2[C:9]([C:10]=1[S:11][C:12]1[CH:13]=[C:14]([CH:20]=[CH:21][CH:22]=1)[C:15]([O:17][CH2:18][CH3:19])=[O:16])=[CH:8][CH:7]=[C:6]([Cl:23])[C:5]=2[F:24].CC([O-])=O.[K+].[CH:38]1(B(O)O)[CH2:40][CH2:39]1>COCCOC.CCOC(C)=O.C1C=CC(P(C2C=CC=CC=2)[C-]2C=CC=C2)=CC=1.C1C=CC(P(C2C=CC=CC=2)[C-]2C=CC=C2)=CC=1.Cl[Pd]Cl.[Fe+2]>[Cl:23][C:6]1[C:5]([F:24])=[C:4]2[C:9]([C:10]([S:11][C:12]3[CH:13]=[C:14]([CH:20]=[CH:21][CH:22]=3)[C:15]([O:17][CH2:18][CH3:19])=[O:16])=[C:2]([CH:38]3[CH2:40][CH2:39]3)[N:3]2[C:25]2[CH:26]=[N:27][N:28]([CH2:30][CH2:31][CH3:32])[CH:29]=2)=[CH:8][CH:7]=1 |f:1.2,6.7.8.9|. Reactants: CC(=O)O, O, O=C(O)CS, OC(c1ccccc1)(c1ccccc1)c1ccccc1. Yields the product O=C(O)CSC(c1ccccc1)(c1ccccc1)c1ccccc1. As a reaction SMILES: [CH3:26][C:27](=[O:28])[OH:29].[OH2:30].[SH:1][CH2:2][C:3](=[O:4])[OH:5].[c:6]1([C:12]([OH:13])([c:14]2[cH:15][cH:16][cH:17][cH:18][cH:19]2)[c:20]2[cH:21][cH:22][cH:23][cH:24][cH:25]2)[cH:7][cH:8][cH:9][cH:10][cH:11]1>>[S:1]([CH2:2][C:3](=[O:4])[OH:5])[C:12]([c:6]1[cH:7][cH:8][cH:9][cH:10][cH:11]1)([c:14]1[cH:15][cH:16][cH:17][cH:18][cH:19]1)[c:20]1[cH:21][cH:22][cH:23][cH:24][cH:25]1.